Dataset: the Open Reaction Database (ORD), a public repository of structured organic reaction records. Task: describe an organic reaction: reactants, conditions, products, and yield Starting materials: CC(=O)C=1C=CC(=CC1)O (4-hydroxyacetophenone), N=1NC(C=CC1)=O (pyridazinone). The product is OC1=CC=C(C=C1)C=1C=CC(NN1)=O (6-(4-Hydroxyphenyl)-2H-pyridazin-3-one). As a reaction SMILES: [CH3:1][C:2]([C:4]1[CH:5]=[CH:6][C:7]([OH:10])=[CH:8][CH:9]=1)=O.[N:11]1[NH:12][C:13](=[O:17])[CH:14]=CC=1>>[OH:10][C:7]1[CH:6]=[CH:5][C:4]([C:2]2[CH:1]=[CH:14][C:13](=[O:17])[NH:12][N:11]=2)=[CH:9][CH:8]=1. Procedure: 50 g of 4-hydroxyacetophenone are converted into the pyridazinone in accordance with GWP 1. Starting materials: C(C)(C)(C)OC(=O)NC=1C=C2CC(NC2=CC1)=O (5-t-butoxycarbonylamino-2-oxindole), OC1=CC=C(C=2C=CC=NC12)C=O (8-hydroxyquinoline-5-carbaldehyde), N1CCCCC1 (piperidine). Solvent: alcohol. Reaction conditions: time 3 hour. The product is C(C)(C)(C)OC(=O)NC=1C=C2C(C(NC2=CC1)=O)=CC1=C2C=CC=NC2=C(C=C1)O (5-(t-butoxycarbonylamino)-3-(8-hydroxyquinol-5-ylmethylen)-2-oxindole). The yield is 79.3%. As a reaction SMILES: [C:1]([O:5][C:6]([NH:8][C:9]1[CH:10]=[C:11]2[C:15](=[CH:16][CH:17]=1)[NH:14][C:13](=[O:18])[CH2:12]2)=[O:7])([CH3:4])([CH3:3])[CH3:2].[OH:19][C:20]1[C:29]2[N:28]=[CH:27][CH:26]=[CH:25][C:24]=2[C:23]([CH:30]=O)=[CH:22][CH:21]=1.N1CCCCC1>>[C:1]([O:5][C:6]([NH:8][C:9]1[CH:10]=[C:11]2[C:15](=[CH:16][CH:17]=1)[NH:14][C:13](=[O:18])[C:12]2=[CH:30][C:23]1[CH:22]=[CH:21][C:20]([OH:19])=[C:29]2[C:24]=1[CH:25]=[CH:26][CH:27]=[N:28]2)=[O:7])([CH3:4])([CH3:2])[CH3:3]. Procedure: To a solution of 5-t-butoxycarbonylamino-2-oxindole (630 mg, 2.5 mmol) and 8-hydroxyquinoline-5-carbaldehyde (450 mg, 2.6 mmol) in absolute alcohol was added piperidine (0.26 g, 2.6 mmol). The reaction was carried out at 80° C. for 3 h. The solvent was evaporated and the residue was purified by silica gel chromatography (eluant cyclohexane/ethylacetate 2:3) thus giving 800 mg of 5-(t-butoxycarbonylamino)-3-(8-hydroxyquinol-5-ylmethylen)-2-oxindole. Starting materials: C(C)(C)(C)OC(=O)N[C@H]([C@@H](O)C[C@H](C=C)C(C)C)CC1CCCCC1 ((αS,βS)-β-t-butoxycarbonylamino-α-[(S)-2-isopropyl-3-butenyl]cyclohexanepropanol), C(C)(C)C(CBr)C=C ((RS)-2-isopropyl-3-butenyl bromide), [Mg] (magnesium). RXN SMILES: [C:1]([O:5][C:6]([NH:8][C@@H:9]([CH2:19][CH:20]1[CH2:25][CH2:24][CH2:23][CH2:22][CH2:21]1)[C@H:10]([CH2:12][C@@H:13]([CH:16]([CH3:18])[CH3:17])[CH:14]=[CH2:15])[OH:11])=[O:7])([CH3:4])([CH3:3])[CH3:2].C(C(C=C)CBr)(C)C.[Mg]>>[CH2:19]([C@H:9]([NH:8][C:6](=[O:7])[O:5][C:1]([CH3:2])([CH3:4])[CH3:3])[C@@H:10]([OH:11])[CH2:12][C@@H:13]([CH:16]([CH3:17])[CH3:18])[CH:14]=[CH2:15])[C:20]1[CH:25]=[CH:24][CH:23]=[CH:22][CH:21]=1. Procedure details: In a manner analogous to that described in Example 1 for the preparation of (αS,βS)-β-t-butoxycarbonylamino-α-[(S)-2-isopropyl-3-butenyl]cyclohexanepropanol, from 56.6 g (320 mmol) of (RS)-2-isopropyl-3-butenyl bromide 7.7 g of magnesium and 24.2 g of N-t-butoxycarbonyl-L-phenylalanal26 there were obtained 15.6 g (49%) of t-butyl [(1S,2S,4S)-1-benzyl-2-hydroxy-4-isopropyl-5-hexenyl]carbamate as an epimer mixture. The desired (1S,2S,4S)-epimer was isolated as the less polar isomer. MS: 256 (M-ben... Product: C(C1=CC=CC=C1)[C@@H]([C@H](C[C@H](C=C)C(C)C)O)NC(OC(C)(C)C)=O (t-butyl [(1S,2S,4S)-1-benzyl-2-hydroxy-4-isopropyl-5-hexenyl]carbamate). Yield: 49.0%. Starting materials: COC(=O)c1ccc(OC)cc1OCCNC(=O)OC(C)(C)C, [Li+], C1CCOC1, [OH-], O, O. Product: COc1ccc(C(=O)O)c(OCCNC(=O)OC(C)(C)C)c1. RXN SMILES: [C:1]([CH3:2])([CH3:3])([CH3:4])[O:5][C:6](=[O:7])[NH:8][CH2:9][CH2:10][O:11][c:12]1[c:13]([C:14](=[O:15])[O:16][CH3:17])[cH:18][cH:19][c:20]([O:22][CH3:23])[cH:21]1.[Li+:27].[O:28]1[CH2:29][CH2:30][CH2:31][CH2:32]1.[OH-:26].[OH2:24].[OH2:25]>>[C:1]([CH3:2])([CH3:3])([CH3:4])[O:5][C:6](=[O:7])[NH:8][CH2:9][CH2:10][O:11][c:12]1[c:13]([C:14](=[O:15])[OH:16])[cH:18][cH:19][c:20]([O:22][CH3:23])[cH:21]1. Starting materials: COC(C1=C(N=C(C=C1)CN=[N+]=[N-])Cl)=O (6-azidomethyl-2-chloro-nicotinic acid methyl ester), C1(=CC=CC=C1)P(C1=CC=CC=C1)C1=CC=CC=C1 (triphenylphosphine). The solvent is C1CCOC1 (THF), O (water). Conditions: temperature 45 celsius. The product is COC(C1=C(N=C(C=C1)CN)Cl)=O (6-Aminomethyl-2-chloro-nicotinic acid methyl ester). Reaction SMILES: [CH3:1][O:2][C:3](=[O:15])[C:4]1[CH:9]=[CH:8][C:7]([CH2:10][N:11]=[N+]=[N-])=[N:6][C:5]=1[Cl:14].C1(P(C2C=CC=CC=2)C2C=CC=CC=2)C=CC=CC=1>C1COCC1.O>[CH3:1][O:2][C:3](=[O:15])[C:4]1[CH:9]=[CH:8][C:7]([CH2:10][NH2:11])=[N:6][C:5]=1[Cl:14]. Procedure: To a solution of 6-azidomethyl-2-chloro-nicotinic acid methyl ester (4.75 g, 21 mmol) in THF (189 mL) and water (3.6 mL) was added triphenylphosphine (11 g, 42 mmol), the reaction mixture was heated at 45° C. for 16 hours. The reaction mixture was concentrated under reduced pressure and the residue azeotroped with methanol. The resultant residue was subjected to flash chromatography (Si-PPC, gradient 0% to 10%, methanol in dichloromethane) to afford the title compound as a yellow solid. LCMS (me... Starting materials: CC(C)OC(=O)/N=N/C(=O)OC(C)C (DIAD), OC1=CC=C(C=C1)CC(=O)OC (Methyl (4-hydroxyphenyl)acetate), OCC[C@H]1[C@H](C1)C1CCN(CC1)C(=O)OC1(CC1)C (1-methylcyclopropyl 4-[(1R,2S)-2-(2-hydroxyethyl)cyclopropyl)piperidine-1-carboxylate), C1(=CC=CC=C1)P(C1=CC=CC=C1)C1=CC=CC=C1 (triphenylphosphine). The solvent is O1CCCC1 (tetrahydrofuran), C(C)(=O)OCC (ethyl acetate), O (water). Run at temperature 0 celsius, time 8 hour. Yields the product COC(CC1=CC=C(OCC[C@H]2[C@H](C2)C2CCN(CC2)C(=O)OC2(CC2)C)C=C1)=O (1-methylcyclopropyl 4-((1R,2S)-2-{2-[4-(2-methoxy-2-oxoethyl)phenoxy]ethyl}cyclopropyl)piperidine-1-carboxylate). Reaction SMILES: [OH:1][C:2]1[CH:7]=[CH:6][C:5]([CH2:8][C:9]([O:11][CH3:12])=[O:10])=[CH:4][CH:3]=1.O[CH2:14][CH2:15][C@@H:16]1[CH2:18][C@@H:17]1[CH:19]1[CH2:24][CH2:23][N:22]([C:25]([O:27][C:28]2([CH3:31])[CH2:30][CH2:29]2)=[O:26])[CH2:21][CH2:20]1.C1(P(C2C=CC=CC=2)C2C=CC=CC=2)C=CC=CC=1.CC(OC(/N=N/C(OC(C)C)=O)=O)C>O1CCCC1.C(OCC)(=O)C.O>[CH3:12][O:11][C:9](=[O:10])[CH2:8][C:5]1[CH:4]=[CH:3][C:2]([O:1][CH2:14][CH2:15][C@@H:16]2[CH2:18][C@@H:17]2[CH:19]2[CH2:24][CH2:23][N:22]([C:25]([O:27][C:28]3([CH3:31])[CH2:30][CH2:29]3)=[O:26])[CH2:21][CH2:20]2)=[CH:7][CH:6]=1. Reported procedure: Methyl (4-hydroxyphenyl)acetate (37 mg, 0.22 mmol), 1-methylcyclopropyl 4-[(1R,2S)-2-(2-hydroxyethyl)cyclopropyl)piperidine-1-carboxylate (60 mg, 0.22 mmol), and triphenylphosphine (88 mg, 0.34 mmol) were dissolved in tetrahydrofuran (1 mL) under an atmosphere of nitrogen and cooled at 0° C. DIAD (68 mg, 0.34 mmol) was added and the resulting mixture was warmed to RT and stirred overnight. The mixture was diluted with ethyl acetate (10 mL) and water (5 mL), and the layers were separated. The org... The reactants are C(C)(=O)OC(C1=CC=CC=C1)OC(C)=O (benzal diacetate), CC=1C=C(C(C(=O)O)=CC1)O (4-methylsalicylic acid). Reagents/catalysts: S(O)(O)(=O)=O (sulfuric acid). Run in C(C)(=O)O (acetic acid), C(C)(=O)O (acetic acid). The product is CC=1C=CC2=C(OCOC2=O)C1 (7-methyl-1,3-benzodioxane-4-one). RXN SMILES: C([O:4][CH:5]([O:12][C:13](=[O:15])C)[C:6]1[CH:11]=[CH:10][CH:9]=[CH:8][CH:7]=1)(=O)C.[CH3:16]C1C=C(O)C(=CC=1)C(O)=O>S(=O)(=O)(O)O.C(O)(=O)C>[CH3:16][C:9]1[CH:10]=[CH:11][C:6]2[C:5](=[O:4])[O:12][CH2:13][O:15][C:7]=2[CH:8]=1. Procedure: 61 g of benzal diacetate, 44.6 g of 4-methylsalicylic acid and 45 ml of acetic acid are combined and 5 drops of concentrated sulfuric acid are added and the mixture is heated under reduced pressure, allowing acetic acid to distill off. When the theoretical amount of acetic acid is collected (about 2.5 hours) the mixture is allowed to cool, diluted with ether and the ether solution washed with potassium carbonate solution, sodium bisulfite solution and dried over sodium sulfate. The ether is remo...